Dataset: the Open Reaction Database (ORD), a public repository of structured organic reaction records. Task: describe an organic reaction: reactants, conditions, products, and yield Starting materials: C[N+](C)(C)CC(CC(=O)O)O.[Cl-] (DL-carnitine hydrochloride), [OH-].[Na+] (sodium hydroxide). The solvent is C(C)O (ethanol). Product: OC(C[N+](C)(C)C)CC([O-])=O (carnitine). As a reaction SMILES: [CH3:1][N+:2]([CH2:5][CH:6]([OH:11])[CH2:7][C:8]([OH:10])=[O:9])([CH3:4])[CH3:3].[Cl-].[OH-].[Na+]>C(O)C>[OH:11][CH:6]([CH2:7][C:8](=[O:9])[O-:10])[CH2:5][N+:2]([CH3:4])([CH3:1])[CH3:3] |f:0.1,2.3|. Procedure details: A solution of DL-carnitine hydrochloride (1.0 g, 5.05 mmol) and sodium hydroxide (0.303 g, 7.58 mmol) in ethanol (15 ml) was stirred at room temperature for 2 h. The formed white precipitate (NaCl) was removed by filtration, and the solvent was evaporated under reduced pressure to give a white solid, carnitine inner salt. A suspension of the carnitine inner salt and 1-iodooctadecane (2.31 g, 6.06 mmol) in DMF-dioxane (3:5, 40 ml) was heated with an oil-bath at 120° C. under Ar2 for 4 h. The solv... The reactants are O (water), C(C)OC(=O)N1CCN(CC1)S(NCCOC1=CC=C2CCN=C(C2=C1)C1(CCC1)C1=CC=C(C=C1)Cl)(=O)=O (4-(2-{1-[1-(4-Chloro-phenyl)-cyclobutyl]-3,4-dihydro-isoquinolin-7-yloxy}-ethylsulfamoyl)-piperazine-1-carboxylic acid ethyl ester), solution, [OH-].[K+] (potassium hydroxid). The solvent is C(C)O (ethanol). Yields the product ClC1=CC=C(C=C1)C1(CCC1)C1=NCCC2=CC=C(C=C12)OCCNS(=O)(=O)N1CCNCC1 (N-(2-(1-(1-(4-Chlorophenyl)cyclobutyl)-3,4-dihydroisoquinolin-7-yloxy)ethyl)piperazine-1-sulfonamide). The yield is 100.0%. As a reaction SMILES: C(OC([N:6]1[CH2:11][CH2:10][N:9]([S:12](=[O:39])(=[O:38])[NH:13][CH2:14][CH2:15][O:16][C:17]2[CH:26]=[C:25]3[C:20]([CH2:21][CH2:22][N:23]=[C:24]3[C:27]3([C:31]4[CH:36]=[CH:35][C:34]([Cl:37])=[CH:33][CH:32]=4)[CH2:30][CH2:29][CH2:28]3)=[CH:19][CH:18]=2)[CH2:8][CH2:7]1)=O)C.[OH-].[K+].O>C(O)C>[Cl:37][C:34]1[CH:33]=[CH:32][C:31]([C:27]2([C:24]3[C:25]4[C:20](=[CH:19][CH:18]=[C:17]([O:16][CH2:15][CH2:14][NH:13][S:12]([N:9]5[CH2:10][CH2:11][NH:6][CH2:7][CH2:8]5)(=[O:38])=[O:39])[CH:26]=4)[CH2:21][CH2:22][N:23]=3)[CH2:30][CH2:29][CH2:28]2)=[CH:36][CH:35]=1 |f:1.2|. Procedure: 4-(2-{1-[1-(4-Chloro-phenyl)-cyclobutyl]-3,4-dihydro-isoquinolin-7-yloxy}-ethylsulfamoyl)-piperazine-1-carboxylic acid ethyl ester (450 mg, 0.782 mmol, example 54, procedure 1) and a 10% solution of potassium hydroxid in ethanol (20 ml) were heated under reflux for 15 h. The solvent was reduced and water was added to the residue. The mixture was extracted with dichloromethane. The combined organic layers were washed with sodium chloride, dried with potassium sulphate and evaporated. The residue ...